This data is from the Open Reaction Database (ORD), a public repository of structured organic reaction records. The task is: describe an organic reaction: reactants, conditions, products, and yield The yield is 96.0%. The reactants are [N+](=O)([O-])C=1C=C(CCO)C=CC1 (3-nitrophenethyl alcohol), S(=O)(=O)(C1=CC=C(C)C=C1)Cl (tosyl chloride). RXN SMILES: [N+:1]([C:4]1[CH:5]=[C:6]([CH:10]=[CH:11][CH:12]=1)[CH2:7][CH2:8][OH:9])([O-:3])=[O:2].[S:13](Cl)([C:16]1[CH:22]=[CH:21][C:19]([CH3:20])=[CH:18][CH:17]=1)(=[O:15])=[O:14]>>[S:13]([C:16]1[CH:22]=[CH:21][C:19]([CH3:20])=[CH:18][CH:17]=1)([O:9][CH2:8][CH2:7][C:6]1[CH:10]=[CH:11][CH:12]=[C:4]([N+:1]([O-:3])=[O:2])[CH:5]=1)(=[O:15])=[O:14]. The product is S(=O)(=O)(OCCC1=CC(=CC=C1)[N+](=O)[O-])C1=CC=C(C)C=C1 (3-Nitrophenethyl tosylate), powder. Procedure: 3-Nitrophenethyl tosylate was prepared according to the general method as outlined in Preparation 1 starting from 3-nitrophenethyl alcohol (15 g, 89.7 mmol) and tosyl chloride (20.52 g, 110 mmol). The product was isolated as an off white powder (21.5 g). Yield 96%; 1H NMR (400 MHz, CDCl3) δ 8.06 (d, 1H), 7.87 (t, 1H), 7.63 (d, 2H), 7.46 (m, 2H), 7.25 (m, 2H), 4.26 (t, J=6 Hz, 2H), 3.04 (t, J=6 Hz, 2H), 2.40 (s, 3H).